From a dataset of the Open Reaction Database (ORD), a public repository of structured organic reaction records. describe an organic reaction: reactants, conditions, products, and yield Reactants: C(CCC)C12C(C3=CC(=C(C(=C3CC1)Cl)OC)F)=CC(C2)=O (3a-butyl-6-chloro-8-fluoro-7-methoxy-3,3a,4,5-tetrahydro-cyclopenta[a]naphthalen-2-one), BrN1C(CCC1=O)=O (N-bromosuccinimide), [Cl-].[Li+] (Lithium chloride). Solvent: CN(C)C=O (DMF), CN(C)C=O (DMF). Reaction conditions: temperature 60 celsius, time 1.5 hour. Yields the product BrC=1C(CC2(C1C1=CC(=C(C(=C1CC2)Cl)O)F)CCCC)=O (1-bromo-3a-butyl-6-chloro-8-fluoro-7-hydroxy-3,3a,4,5-tetrahydro-2H-cyclopenta[a]naphthalen-2-one). As a reaction SMILES: [CH2:1]([C:5]12[CH2:21][C:20](=[O:22])[CH:19]=[C:6]1[C:7]1[C:12]([CH2:13][CH2:14]2)=[C:11]([Cl:15])[C:10]([O:16]C)=[C:9]([F:18])[CH:8]=1)[CH2:2][CH2:3][CH3:4].[Br:23]N1C(=O)CCC1=O.[Cl-].[Li+]>CN(C=O)C>[Br:23][C:19]1[C:20](=[O:22])[CH2:21][C:5]2([CH2:1][CH2:2][CH2:3][CH3:4])[CH2:14][CH2:13][C:12]3[C:7](=[CH:8][C:9]([F:18])=[C:10]([OH:16])[C:11]=3[Cl:15])[C:6]=12 |f:2.3|. Procedure details: A solution of 3a-butyl-6-chloro-8-fluoro-7-methoxy-3,3a,4,5-tetrahydro-cyclopenta[a]naphthalen-2-one (22 mg, 0.07 mmol) in DMF (0.12 mL) was treated with N-bromosuccinimide (12 mg, 0.07 mmol) at room temperature under N2 for 100 minutes, after which very little reaction had occurred. The reaction was thus heated to 60° C. for 50 minutes, then diluted with DMF (0.5 mL). Lithium chloride (29 mg, 0.68 mmol) was added and the reaction was heated to 100° C. After stirring at 100° C. for 1.5 hours the...